This data is from the Open Reaction Database (ORD), a public repository of structured organic reaction records. The task is: describe an organic reaction: reactants, conditions, products, and yield RXN SMILES: CN(C)C(=O)[S:4][C:5]1[C:13]([CH3:14])=[CH:12][C:11]([N+:15]([O-:17])=[O:16])=[C:10]2[C:6]=1[CH2:7][CH2:8][CH2:9]2.[OH-].[Na+].Cl>CO>[CH3:14][C:13]1[CH:12]=[C:11]([N+:15]([O-:17])=[O:16])[C:10]2[CH2:9][CH2:8][CH2:7][C:6]=2[C:5]=1[SH:4] |f:1.2|. Run in CO (methanol). Yield: 50.1%. Procedure: A suspension of S-(5-methyl-7-nitroindan-4-yl) dimethylthiocarbamate (5.0 g) in a 2 mol/L aqueous solution of sodium hydroxide (30 mL) and methanol (30 mL) was stirred at 90° C. under an argon atmosphere for 6 hours. The reaction mixture was cooled to room temperature. The reaction mixture was acidified by 1 mol/L hydrochloric acid, and extracted with ethyl acetate. The organic layer was washed with brine and dried over anhydrous magnesium sulfate. The solvent was removed under reduced pressure.... Reactants: Cl (hydrochloric acid), CN(C(SC1=C2CCCC2=C(C=C1C)[N+](=O)[O-])=O)C (S-(5-methyl-7-nitroindan-4-yl) dimethylthiocarbamate), aqueous solution, [OH-].[Na+] (sodium hydroxide). Product: CC1=C(C=2CCCC2C(=C1)[N+](=O)[O-])S (5-Methyl-7-nitroindan-4-thiol). Run at temperature 90 celsius, time 6 hour. The reactants are C1CCOC1, [H][H], Cc1cc(CC(OC(=O)N2CCC(N3CCc4ccccc4NC3=O)CC2)C(=O)N2CCC(N3CCN(C)CC3)CC2)cc([N+](=O)[O-])c1N. Product: Cc1cc(CC(OC(=O)N2CCC(N3CCc4ccccc4NC3=O)CC2)C(=O)N2CCC(N3CCN(C)CC3)CC2)cc(N)c1N. RXN SMILES: [CH2:52]1[O:53][CH2:54][CH2:55][CH2:56]1.[H:50][H:51].[O:1]=[C:2]1[NH:3][c:4]2[c:5]([cH:46][cH:47][cH:48][cH:49]2)[CH2:6][CH2:7][N:8]1[CH:9]1[CH2:10][CH2:11][N:12]([C:15](=[O:16])[O:17][CH:18]([C:19](=[O:20])[N:21]2[CH2:22][CH2:23][CH:24]([N:27]3[CH2:28][CH2:29][N:30]([CH3:33])[CH2:31][CH2:32]3)[CH2:25][CH2:26]2)[CH2:34][c:35]2[cH:36][c:37]([CH3:45])[c:38]([NH2:44])[c:39]([N+:41]([O-:42])=[O:43])[cH:40]2)[CH2:13][CH2:14]1>>[O:1]=[C:2]1[NH:3][c:4]2[c:5]([cH:46][cH:47][cH:48][cH:49]2)[CH2:6][CH2:7][N:8]1[CH:9]1[CH2:10][CH2:11][N:12]([C:15](=[O:16])[O:17][CH:18]([C:19](=[O:20])[N:21]2[CH2:22][CH2:23][CH:24]([N:27]3[CH2:28][CH2:29][N:30]([CH3:33])[CH2:31][CH2:32]3)[CH2:25][CH2:26]2)[CH2:34][c:35]2[cH:36][c:37]([CH3:45])[c:38]([NH2:44])[c:39]([NH2:41])[cH:40]2)[CH2:13][CH2:14]1. The reactants are Nc1ccc2c(cnn2Cc2ccccc2)c1, Fc1cc2ncnc(Cl)c2cc1I, [H]C(Cl)(Cl)Cl. RXN SMILES: [CH2:1]([c:2]1[cH:3][cH:4][cH:5][cH:6][cH:7]1)[n:8]1[n:9][cH:10][c:11]2[cH:12][c:13]([NH2:17])[cH:14][cH:15][c:16]12.[Cl:18][c:19]1[n:20][cH:21][n:22][c:23]2[cH:24][c:25]([F:30])[c:26]([I:29])[cH:27][c:28]12.[Cl:31][C:32]([Cl:33])([Cl:34])[H:35]>>[CH2:1]([c:2]1[cH:3][cH:4][cH:5][cH:6][cH:7]1)[n:8]1[n:9][cH:10][c:11]2[cH:12][c:13]([NH:17][c:19]3[n:20][cH:21][n:22][c:23]4[cH:24][c:25]([F:30])[c:26]([I:29])[cH:27][c:28]34)[cH:14][cH:15][c:16]12.[ClH:18]. The product is Fc1cc2ncnc(Nc3ccc4c(cnn4Cc4ccccc4)c3)c2cc1I, Cl. Reactants: S=C=S, C=CCNCCN, CCO. The product is C=CCNCCNC(=S)S. RXN SMILES: [C:8](=[S:9])=[S:10].[CH2:1]([CH:2]=[CH2:3])[NH:4][CH2:5][CH2:6][NH2:7].[CH3:11][CH2:12][OH:13]>>[CH2:1]([CH:2]=[CH2:3])[NH:4][CH2:5][CH2:6][NH:7][C:8](=[S:9])[SH:10]. The reactants are C(CCCC)(=O)Cl (Valeryl chloride), NC=1C=CC(=C(C1)N1N=C(N(C1=O)CC1=C(C=C(C=C1)C1=C(C=CC=C1)S(NC(=O)OC(C)(C)C)(=O)=O)F)CCCC)C(F)(F)F (2-[5-amino-2-(trifluoromethyl)phenyl]-4-[[2'-[N-(t-butoxycarbonyl)sulfamoyl]-3-fluorobiphenyl-4-yl]methyl]-5-n-butyl-2,4-dihydro-3H-1,2,4-triazol-3-one). Yields the product C(C)(C)(C)OC(=O)NS(=O)(=O)C1=C(C=CC=C1)C1=CC(=C(C=C1)CN1C(N(N=C1CCCC)C1=C(C=CC(=C1)NC(CCCC)=O)C(F)(F)F)=O)F (4-[[2'-[N-(t-Butoxycarbonyl)sulfamoyl]-3-fluorobiphenyl-4-yl]methyl]-5-n-butyl-2,4-dihydro-2-[2-(trifluoromethyl)-5-(valerylamino)phenyl]-3H-1,2,4-triazol-3-one). The yield is 91.0%. As a reaction SMILES: [C:1](Cl)(=[O:6])[CH2:2][CH2:3][CH2:4][CH3:5].[NH2:8][C:9]1[CH:10]=[CH:11][C:12]([C:50]([F:53])([F:52])[F:51])=[C:13]([N:15]2[C:19](=[O:20])[N:18]([CH2:21][C:22]3[CH:27]=[CH:26][C:25]([C:28]4[CH:33]=[CH:32][CH:31]=[CH:30][C:29]=4[S:34](=[O:44])(=[O:43])[NH:35][C:36]([O:38][C:39]([CH3:42])([CH3:41])[CH3:40])=[O:37])=[CH:24][C:23]=3[F:45])[C:17]([CH2:46][CH2:47][CH2:48][CH3:49])=[N:16]2)[CH:14]=1>>[C:39]([O:38][C:36]([NH:35][S:34]([C:29]1[CH:30]=[CH:31][CH:32]=[CH:33][C:28]=1[C:25]1[CH:26]=[CH:27][C:22]([CH2:21][N:18]2[C:17]([CH2:46][CH2:47][CH2:48][CH3:49])=[N:16][N:15]([C:13]3[CH:14]=[C:9]([NH:8][C:1](=[O:6])[CH2:2][CH2:3][CH2:4][CH3:5])[CH:10]=[CH:11][C:12]=3[C:50]([F:52])([F:53])[F:51])[C:19]2=[O:20])=[C:23]([F:45])[CH:24]=1)(=[O:44])=[O:43])=[O:37])([CH3:40])([CH3:41])[CH3:42]. Procedure: Valeryl chloride was reacted with 2-[5-amino-2-(trifluoromethyl)phenyl]-4-[[2'-[N-(t-butoxycarbonyl)sulfamoyl]-3-fluorobiphenyl-4-yl]methyl]-5-n-butyl-2,4-dihydro-3H-1,2,4-triazol-3-one (from Example 33, Step D) according to the procedure of Example 26 to give a 91% yield of the title compound as a white solid, mp 179°-182° C.; homogeneous by TLC in 95:5 CH2Cl2 --MeOH; mass spectrum (FAB) m/e 754 (M+Li)+. The reactants are O=C([O-])[O-], CC1(C)OCC(COC(=O)N2CC=C(c3ccc(N4CC(COc5ccon5)OC4=O)cc3F)CC2)O1, Cl, [K+], [K+], C1CCOC1. The product is O=C(OCC(O)CO)N1CC=C(c2ccc(N3CC(COc4ccon4)OC3=O)cc2F)CC1. Reaction SMILES: [C:39](=[O:40])([O-:41])[O-:42].[CH3:1][C:2]1([CH3:37])[O:3][CH2:4][CH:5]([CH2:7][O:8][C:9](=[O:10])[N:11]2[CH2:12][CH:13]=[C:14]([c:17]3[c:18]([F:36])[cH:19][c:20]([N:23]4[C:24](=[O:35])[O:25][CH:26]([CH2:28][O:29][c:30]5[n:31][o:32][cH:33][cH:34]5)[CH2:27]4)[cH:21][cH:22]3)[CH2:15][CH2:16]2)[O:6]1.[ClH:38].[K+:43].[K+:44].[O:45]1[CH2:46][CH2:47][CH2:48][CH2:49]1>>[OH:3][CH2:4][CH:5]([OH:6])[CH2:7][O:8][C:9](=[O:10])[N:11]1[CH2:12][CH:13]=[C:14]([c:17]2[c:18]([F:36])[cH:19][c:20]([N:23]3[C:24](=[O:35])[O:25][CH:26]([CH2:28][O:29][c:30]4[n:31][o:32][cH:33][cH:34]4)[CH2:27]3)[cH:21][cH:22]2)[CH2:15][CH2:16]1. Starting materials: O (water), BrC1=NC(=NC=2NC(C=NC12)=O)SCC1=C(C(=CC=C1)Cl)F (4-Bromo-2-[[(3-chloro-2-fluorophenyl)methyl]thio]-7(8H)-pteridinone), Cl (HCl). The product is ClC=1C(=C(C=CC1)CSC1=NC=2NC(C=NC2C(=N1)N[C@@H](CO)C)=O)F (2-[[(3-Chloro-2-fluorophenyl)methyl]thio]-4-[[(1R)-2-hydroxy-1-methylethyl]amino]-7(8H)-pteridinone), solid. Reaction SMILES: Br[C:2]1[C:11]2[N:10]=[CH:9][C:8](=[O:12])[NH:7][C:6]=2[N:5]=[C:4]([S:13][CH2:14][C:15]2[CH:20]=[CH:19][CH:18]=[C:17]([Cl:21])[C:16]=2[F:22])[N:3]=1.Cl.[OH2:24]>>[Cl:21][C:17]1[C:16]([F:22])=[C:15]([CH2:14][S:13][C:4]2[N:3]=[C:2]([NH:10][C@H:11]([CH3:2])[CH2:6][OH:24])[C:11]3[N:10]=[CH:9][C:8](=[O:12])[NH:7][C:6]=3[N:5]=2)[CH:20]=[CH:19][CH:18]=1. Reported procedure: The titled compound was prepared by the method of Example 2, step (f) using the product from example 6, step (e) (75 mg). The reaction mixture was poured into water and acidified with conc. HCl. The suspended solid was removed by filtration, dried in air and recrystallized from acetonitrile to give a yellow solid (37 mg).